Dataset: the Open Reaction Database (ORD), a public repository of structured organic reaction records. Task: describe an organic reaction: reactants, conditions, products, and yield Starting materials: CCO, O=[N+]([O-])c1ccc(C2CC2)c2ccccc12. The product is Nc1ccc(C2CC2)c2ccccc12. As a reaction SMILES: [CH3:17][CH2:18][OH:19].[CH:1]1([c:4]2[cH:5][cH:6][c:7]([N+:14]([O-:15])=[O:16])[c:8]3[cH:9][cH:10][cH:11][cH:12][c:13]23)[CH2:2][CH2:3]1>>[CH:1]1([c:4]2[cH:5][cH:6][c:7]([NH2:14])[c:8]3[cH:9][cH:10][cH:11][cH:12][c:13]23)[CH2:2][CH2:3]1. Reactants: CCN(C(C)C)C(C)C (DIEA), N[C@@H](CCCNC(N)=N)C(=O)NC1=CC=C([N+](=O)[O-])C=C1.Br.Br (H-L-Arg-pNA.2HBr), CCN(C(C)C)C(C)C (DIEA), N(CC(=O)O)C(=O)OC(C)(C)C (Boc-Gly-OH), CCN(C(C)C)C(C)C (DIEA). Run in CN(C)C=O (DMF), CN(C)C=O (DMF). Conditions: time 1 hour. The product is N(CC(=O)N[C@@H](CCCNC(N)=N)C(=O)NC1=CC=C([N+](=O)[O-])C=C1)C(=O)OC(C)(C)C.Br (Boc-Gly-L-Arg-pNA.HBr). Isolated yield 75.0%. RXN SMILES: [NH2:1][C@H:2]([C:10]([NH:12][C:13]1[CH:21]=[CH:20][C:16]([N+:17]([O-:19])=[O:18])=[CH:15][CH:14]=1)=[O:11])[CH2:3][CH2:4][CH2:5][NH:6][C:7](=[NH:9])[NH2:8].[BrH:22].Br.CCN(C(C)C)C(C)C.[NH:33]([C:38]([O:40][C:41]([CH3:44])([CH3:43])[CH3:42])=[O:39])[CH2:34][C:35](O)=[O:36]>CN(C=O)C>[NH:33]([C:38]([O:40][C:41]([CH3:44])([CH3:43])[CH3:42])=[O:39])[CH2:34][C:35]([NH:1][C@H:2]([C:10]([NH:12][C:13]1[CH:14]=[CH:15][C:16]([N+:17]([O-:19])=[O:18])=[CH:20][CH:21]=1)=[O:11])[CH2:3][CH2:4][CH2:5][NH:6][C:7](=[NH:8])[NH2:9])=[O:36].[BrH:22] |f:0.1.2,6.7|. Procedure details: 1 g (2.19 mmol) of H-L-Arg-pNA.2HBr is dissolved in 10 ml of DMF, and 0.854 ml (6.57 mmol) of DIEA is then added. In another vessel, a solution of 384 mg (2.19 mmol) of Boc-Gly-OH in 5 ml of DMF is neutralized with 0.285 ml of DIEA. The two solutions obtained in this way are mixed and 970 mg of Bop are added to the resulting medium, the latter being kept at RT; also, the pH is kept at a value of between 7 and 8 by the addition of small portions of DIEA throughout the reaction. After one hour, th...